Dataset: the Open Reaction Database (ORD), a public repository of structured organic reaction records. Task: describe an organic reaction: reactants, conditions, products, and yield Yield: 58.0%. The reactants are CC1=NN(C=C1C=1C=C2C(=CC=NC2=CC1)N1C=CN(C=C1)S(=O)(=O)N)C(C1=CC=CC=C1)(C1=CC=CC=C1)C1=CC=CC=C1 (4-[6-(3-methyl-1-trityl-1H-4-pyrazolyl)-4-quinolyl]-1-pyrazine sulfonamide), Cl (hydrochloric acid). RXN SMILES: [CH3:1][C:2]1[C:6]([C:7]2[CH:8]=[C:9]3[C:14](=[CH:15][CH:16]=2)[N:13]=[CH:12][CH:11]=[C:10]3[N:17]2[CH:22]=[CH:21][N:20]([S:23]([NH2:26])(=[O:25])=[O:24])[CH:19]=[CH:18]2)=[CH:5][N:4](C(C2C=CC=CC=2)(C2C=CC=CC=2)C2C=CC=CC=2)[N:3]=1.Cl>>[CH3:1][C:2]1[C:6]([C:7]2[CH:8]=[C:9]3[C:14](=[CH:15][CH:16]=2)[N:13]=[CH:12][CH:11]=[C:10]3[N:17]2[CH:18]=[CH:19][N:20]([S:23]([NH2:26])(=[O:25])=[O:24])[CH:21]=[CH:22]2)=[CH:5][NH:4][N:3]=1. Product: CC1=NNC=C1C=1C=C2C(=CC=NC2=CC1)N1C=CN(C=C1)S(=O)(=O)N (4-[6-(3-Methyl-1H-4-pyrazolyl)-4-quinolyl]-1-pyrazine sulfonamide). Procedure: 40 mg 4-[6-(3-methyl-1-trityl-1H-4-pyrazolyl)-4-quinolyl]-1-pyrazine sulfonamide obtained in Example 189 and 0.5 mL of 5 N hydrochloric acid were reacted in the same manner as in Example 162, to give 14 mg of the title compound as white crystals.